This data is from the Open Reaction Database (ORD), a public repository of structured organic reaction records. The task is: describe an organic reaction: reactants, conditions, products, and yield Reactants: N=1NC(C=CC1)=O (2H-pyridazin-3-one), BrC1=CC2=CC=C(C=C2C=C1)C=C (2-bromo-6-vinyl-naphthalene), CC1NCCC1 (2-methylpyrrolidine), BrC=1C=C2C=CC(=CC2=CC1)OS(=O)(=O)C(F)(F)F (trifluoro-methanesulfonic acid 6-bromo-naphthalen-2-yl ester), BrC1=CC2=CC=C(C=C2C=C1)C=C (2-bromo-6-vinyl-naphthalene), C(CCC)[Li] (n-butyllithium). Product: BrC=1C=C2C=CC(=CC2=CC1)CCN1C(CCC1)C (1-[2-(6-bromo-naphthalen-2-yl)-ethyl]-2-methyl-pyrrolidine). As a reaction SMILES: N1NC(=O)C=CC=1.BrC1C=C2C(=CC=1)C=C(OS(C(F)(F)F)(=O)=O)C=C2.[Br:27][C:28]1[CH:37]=[CH:36][C:35]2[C:30](=[CH:31][CH:32]=[C:33]([CH:38]=[CH2:39])[CH:34]=2)[CH:29]=1.[CH3:40][CH:41]1[CH2:45][CH2:44][CH2:43][NH:42]1.C([Li])CCC>>[Br:27][C:28]1[CH:29]=[C:30]2[C:35](=[CH:36][CH:37]=1)[CH:34]=[C:33]([CH2:38][CH2:39][N:42]1[CH2:43][CH2:44][CH2:45][CH:41]1[CH3:40])[CH:32]=[CH:31]2. Reported procedure: Another aspect of the invention, relates to the preparation of 2-(6-{2-methyl-1-pyrrolidin-1-yl]-ethyl}-2-naphthalen-2-yl)-2H-pyridazin-3-one active agent. The process comprises the steps of converting a trifluoro-methanesulfonic acid 6-bromo-naphthalen-2-yl ester to 2-bromo-6-vinyl-naphthalene; and reacting 2-bromo-6-vinyl-naphthalene with a 2-methylpyrrolidine anion generated with n-butyllithium to provide a 1-[2-(6-bromo-naphthalen-2-yl)-ethyl]-2-methyl-pyrrolidine compound, which is reacted ... The reactants are C(CCCCCCCCCCCCCC)N1CCC(CC1)C(=O)N (1-pentadecylpiperidine-4-carboxamide), [H-].[H-].[H-].[H-].[Li+].[Al+3] (LAH). Product: NCC1CCN(CC1)CCCCCCCCCCCCCCC (4-Aminomethyl-1-pentadecyl-piperidine). Yield: 104.3%. Reaction SMILES: [CH2:1]([N:16]1[CH2:21][CH2:20][CH:19]([C:22]([NH2:24])=O)[CH2:18][CH2:17]1)[CH2:2][CH2:3][CH2:4][CH2:5][CH2:6][CH2:7][CH2:8][CH2:9][CH2:10][CH2:11][CH2:12][CH2:13][CH2:14][CH3:15].[H-].[H-].[H-].[H-].[Li+].[Al+3]>>[NH2:24][CH2:22][CH:19]1[CH2:20][CH2:21][N:16]([CH2:1][CH2:2][CH2:3][CH2:4][CH2:5][CH2:6][CH2:7][CH2:8][CH2:9][CH2:10][CH2:11][CH2:12][CH2:13][CH2:14][CH3:15])[CH2:17][CH2:18]1 |f:1.2.3.4.5.6|. Procedure: Prepared from 1-pentadecylpiperidine-4-carboxamide (4.3 g, 12.7 mmol) and LAH (0.97 g, 21.2 mmol) according to general procedure used for Example 8 (Step B) to give 4.3 g of title compound as a pale yellow solid. Starting materials: N-substituted perhydro-s-triazine, alkaline earth metal salts, tris(n-octylpolyoxyethylene)-N,N',N"-perhydro-s-triazine, [I-].[Na+] (sodium iodide), C(CCCCCCC)Br (n-octyl bromide). Product: C(CCCCCCC)I (n-octyl iodide). The yield is 100.0%. RXN SMILES: [I-:1].[Na+].[CH2:3](Br)[CH2:4][CH2:5][CH2:6][CH2:7][CH2:8][CH2:9][CH3:10]>>[CH2:3]([I:1])[CH2:4][CH2:5][CH2:6][CH2:7][CH2:8][CH2:9][CH3:10] |f:0.1|. Procedure details: N-substituted perhydro-s-triazine compounds can be used to increase the solubility of alkali or alkaline earth metal salts in an organic medium. Increasing the solubility of such salts catalyzes the reaction between the salts and other components of the organic medium. For example, 5 percent of a tris(n-octylpolyoxyethylene)-N,N',N"-perhydro-s-triazine compound catalyzes the reaction between sodium iodide and n-octyl bromide at 80° C. for 1 hour to form 100 percent yield of n-octyl iodide. Reactants: C(CC)NC(CO)CCOC1=CC=CC=C1 (2-(propylamino)-4-phenoxy-1-butanol), C(CC)(=O)OC(CC)=O (propionic anhydride). Product: C(CC)N(C(CO)CCOC1=CC=CC=C1)CCC (2-(dipropylamino)-4-phenoxy-1-butanol). As a reaction SMILES: [CH2:1]([NH:4][CH:5]([CH2:8][CH2:9][O:10][C:11]1[CH:16]=[CH:15][CH:14]=[CH:13][CH:12]=1)[CH2:6][OH:7])[CH2:2][CH3:3].[C:17](OC(=O)CC)(=O)[CH2:18][CH3:19]>>[CH2:1]([N:4]([CH2:17][CH2:18][CH3:19])[CH:5]([CH2:8][CH2:9][O:10][C:11]1[CH:12]=[CH:13][CH:14]=[CH:15][CH:16]=1)[CH2:6][OH:7])[CH2:2][CH3:3]. Procedure: 2-(propylamino)-4-phenoxy-1-butanol, described in Example 6, with propionic anhydride, followed by reduction, gives 2-(dipropylamino)-4-phenoxy-1-butanol, The reactants are C(C)(=O)NC1=CC=C(OC2=C(C=C(C(=O)O)C=C2S(N)(=O)=O)NCCCC)C=C1 (4-(4-acetamidophenoxy)-3-n-butylamino-5-sulfamoylbenzoic acid), [OH-].[Na+] (sodium hydroxide). The product is NC1=CC=C(OC2=C(C=C(C(=O)O)C=C2S(N)(=O)=O)NCCCC)C=C1 (4-(4-aminophenoxy)-3-n-butylamino-5-sulfamoylbenzoic acid). Reaction SMILES: C([NH:4][C:5]1[CH:29]=[CH:28][C:8]([O:9][C:10]2[C:18]([S:19](=[O:22])(=[O:21])[NH2:20])=[CH:17][C:13]([C:14]([OH:16])=[O:15])=[CH:12][C:11]=2[NH:23][CH2:24][CH2:25][CH2:26][CH3:27])=[CH:7][CH:6]=1)(=O)C.[OH-].[Na+]>>[NH2:4][C:5]1[CH:29]=[CH:28][C:8]([O:9][C:10]2[C:18]([S:19](=[O:21])(=[O:22])[NH2:20])=[CH:17][C:13]([C:14]([OH:16])=[O:15])=[CH:12][C:11]=2[NH:23][CH2:24][CH2:25][CH2:26][CH3:27])=[CH:7][CH:6]=1 |f:1.2|. Reported procedure: The mixture of 1.9 g of 4-(4-acetamidophenoxy)-3-n-butylamino-5-sulfamoylbenzoic acid and 19 ml of 2N aqueous sodium hydroxide is refluxed for 1 hour under nitrogen. After cooling to room temperature it is filtered, the filtrate acidifed with glacial acetic acid to a pH of 4-5, the precipitate formed filtered off, washed with water and recrystallized from 50% aqueous ethanol, to yield the 4-(4-aminophenoxy)-3-n-butylamino-5-sulfamoylbenzoic acid of the formula ##SPC9## The reactants are OC1=CC=CC2=C1CCCC(N2)=O (1,3,4,5-tetrahydro-6-hydroxy-2H-1-benzazepin-2-one), C(C)(=O)O (acetic acid). Solvent: N1=CC=CC=C1 (pyridine). Product: C(C)(=O)OC1=CC=CC2=C1CCCC(N2)=O (1,3,4,5-tetrahydro-6-acetoxy-2H-1-benzazepin-2-one). Isolated yield 87.0%. RXN SMILES: [OH:1][C:2]1[C:7]2[CH2:8][CH2:9][CH2:10][C:11](=[O:13])[NH:12][C:6]=2[CH:5]=[CH:4][CH:3]=1.[C:14](O)(=[O:16])[CH3:15]>N1C=CC=CC=1>[C:14]([O:1][C:2]1[C:7]2[CH2:8][CH2:9][CH2:10][C:11](=[O:13])[NH:12][C:6]=2[CH:5]=[CH:4][CH:3]=1)(=[O:16])[CH3:15]. Procedure: A suspension of 1,3,4,5-tetrahydro-6-hydroxy-2H-1-benzazepin-2-one (500 mg, 2.82 mmol) in 2.5 mL each of pyridine and acetic acid was stirred at room temperature. Excess reagents were removed under reduced pressure and the residue was triturated with CH2Cl2 to give 540 mg (87%) of 1,3,4,5-tetrahydro-6-acetoxy-2H-1-benzazepin-2-one; MS 219. Starting materials: CO, Cn1cc(C(=O)NOCCO)c(Nc2ccc(C#CCO)cc2F)cc1=O, [H][H]. The product is Cn1cc(C(=O)NOCCO)c(Nc2ccc(CCCO)cc2F)cc1=O. Reaction SMILES: [CH3:30][OH:31].[F:1][c:2]1[c:3]([NH:4][c:5]2[c:6]([C:13](=[O:14])[NH:15][O:16][CH2:17][CH2:18][OH:19])[cH:7][n:8]([CH3:12])[c:9](=[O:11])[cH:10]2)[cH:20][cH:21][c:22]([C:24]#[C:25][CH2:26][OH:27])[cH:23]1.[H:28][H:29]>>[F:1][c:2]1[c:3]([NH:4][c:5]2[c:6]([C:13](=[O:14])[NH:15][O:16][CH2:17][CH2:18][OH:19])[cH:7][n:8]([CH3:12])[c:9](=[O:11])[cH:10]2)[cH:20][cH:21][c:22]([CH2:24][CH2:25][CH2:26][OH:27])[cH:23]1.